The task is: describe an organic reaction: reactants, conditions, products, and yield. This data is from the Open Reaction Database (ORD), a public repository of structured organic reaction records. The reactants are COC(CCl)OC (Chloroacetaldehyde dimethyl acetal), C(C1=CC=CC=C1)(=O)[O-].[K+] (potassium benzoate), [I-].[K+] (potassium iodide), CN(C=O)C (DMF). The solvent is C(C)(=O)OCC (ethyl acetate), O (water). Yields the product COC(COC(C1=CC=CC=C1)=O)OC (2-benzoyloxyacetaldehyde Dimethyl Acetal). Isolated yield 72.3%. Reaction SMILES: [CH3:1][O:2][CH:3]([O:6][CH3:7])[CH2:4]Cl.[C:8]([O-:16])(=[O:15])[C:9]1[CH:14]=[CH:13][CH:12]=[CH:11][CH:10]=1.[K+].[I-].[K+].CN(C)C=O>C(OCC)(=O)C.O>[CH3:1][O:2][CH:3]([O:6][CH3:7])[CH2:4][O:16][C:8](=[O:15])[C:9]1[CH:14]=[CH:13][CH:12]=[CH:11][CH:10]=1 |f:1.2,3.4|. Procedure: Chloroacetaldehyde dimethyl acetal (50.0 g), potassium benzoate (70.7 g), potassium iodide (6.66 g) and DMF (N,N-dimethylformamide) (250 mL) were placed in a three-neck flask, followed by refluxing. Twenty hours later, the reaction mixture was cooled to room temperature, and water (250 mL) and ethyl acetate (250 mL) were added thereto, followed by stirring. After filtration, the filtrate was extracted with ethyl acetate (500 mL). The organic layer was subjected to vacuum concentration and then t...